This data is from the Open Reaction Database (ORD), a public repository of structured organic reaction records. The task is: describe an organic reaction: reactants, conditions, products, and yield Starting materials: CC(C)(C)OC(=O)NCCCBr, CS(C)=O, N#C[K], O. The product is CC(C)(C)OC(=O)NCCCC#N. Reaction SMILES: [Br:1][CH2:2][CH2:3][CH2:4][NH:5][C:6]([O:7][C:8]([CH3:9])([CH3:10])[CH3:11])=[O:12].[CH3:16][S:17]([CH3:18])=[O:19].[K:13][C:14]#[N:15].[OH2:20]>>[CH2:2]([CH2:3][CH2:4][NH:5][C:6]([O:7][C:8]([CH3:9])([CH3:10])[CH3:11])=[O:12])[C:14]#[N:15]. The reactants are CC1C(NC2=CC=CC=C12)=S (3-methylthiooxindole), ClN1C(CCC1=O)=O (N-chlorosuccinimide). Solvent: C(Cl)(Cl)(Cl)Cl (carbon tetrachloride). Product: ClC1(C(NC2=CC=CC=C12)=S)C (3-chloro-3-methylthiooxindole). Reaction SMILES: [CH3:1][CH:2]1[C:10]2[C:5](=[CH:6][CH:7]=[CH:8][CH:9]=2)[NH:4][C:3]1=[S:11].[Cl:12]N1C(=O)CCC1=O>C(Cl)(Cl)(Cl)Cl>[Cl:12][C:2]1([CH3:1])[C:10]2[C:5](=[CH:6][CH:7]=[CH:8][CH:9]=2)[NH:4][C:3]1=[S:11]. Reported procedure: A solution of 3-methylthiooxindole (1.70 g, 0.0095 mol) and N-chlorosuccinimide (1.34 g, 0.01 mol) in 100 ml of carbon tetrachloride was stirred at room temperature for 1 hour, the precipitate of succinimide was removed by filtration, and the filtrate was evaporated, yielding crude 3-chloro-3-methylthiooxindole. The residue, which was thus obtained, was dissolved in a minimum of tetrahydrofuran and added to a vigorously stirred slurry of red mercuric oxide powder (2.17 g, 0.01 mol) and boron tri... Starting materials: COC1=CC=C(CN2C3=C(N(C(C(C2=O)=NNC2=CC=CC=C2)=O)C2=CC=CC=C2)C=CC=C3)C=C1 (1 -(4-Methoxybenzyl)-5-phenyl-3-(phenylhydrazono)-1,5-dihydrobenzo [b] [1, 4] diazepine-2, 4-dione). Reagents/catalysts: [Zn] (zinc). The solvent is CC(=O)OCC1=C2C=CC=CC2=C(C3=CC=CC=C31)COC(=O)C (acetic), C(C)(=O)O (acetic acid). Conditions: time 3 hour. Product: NC1C(N(C2=C(N(C1=O)CC1=CC=C(C=C1)OC)C=CC=C2)C2=CC=CC=C2)=O (3-Amino-1-(4-methoxybenzyI)-5-phenyl-1,5-dihydrobenzo[b][1,4]diazepine-2,4-dione). The yield is 102.2%. As a reaction SMILES: [CH3:1][O:2][C:3]1[CH:36]=[CH:35][C:6]([CH2:7][N:8]2[C:14](=[O:15])[C:13](=[N:16]NC3C=CC=CC=3)[C:12](=[O:24])[N:11]([C:25]3[CH:30]=[CH:29][CH:28]=[CH:27][CH:26]=3)[C:10]3[CH:31]=[CH:32][CH:33]=[CH:34][C:9]2=3)=[CH:5][CH:4]=1>C(O)(=O)C.CC(OCC1C2C(=CC=CC=2)C(COC(C)=O)=C2C=1C=CC=C2)=O.[Zn]>[NH2:16][CH:13]1[C:14](=[O:15])[N:8]([CH2:7][C:6]2[CH:5]=[CH:4][C:3]([O:2][CH3:1])=[CH:36][CH:35]=2)[C:9]2[CH:34]=[CH:33][CH:32]=[CH:31][C:10]=2[N:11]([C:25]2[CH:26]=[CH:27][CH:28]=[CH:29][CH:30]=2)[C:12]1=[O:24]. Procedure: To a vigorously stirred slurry of zinc dust (6.49 g) in acetic acid (50 ml) cooled to 10° C., was added a slurry of 1 -(4-Methoxybenzyl)-5-phenyl-3-(phenylhydrazono)-1,5-dihydrobenzo [b] [1, 4] diazepine-2, 4-dione (5.75 g,12.1 mmol) in acetic add (30 ml) over a fifteen minute period. After complete addition, the solution was warmed to room temperature and stirred three hours. The zinc was separated by filtration and washed with ethyl acetate (75 ml). The filtrate was concentrated in vacuo and p... The reactants are O=C([O-])[O-], CN(C)C=O, O=C1Nc2cnc(Cl)nc2N(C2CCCC2)CC1(F)F, [Cs+], [Cs+], CCCI, O. Yields the product CCCN1C(=O)C(F)(F)CN(C2CCCC2)c2nc(Cl)ncc21. Reaction SMILES: [C:26](=[O:27])([O-:28])[O-:29].[CH3:21][N:22]([CH3:23])[CH:24]=[O:25].[Cl:1][c:2]1[n:3][cH:4][c:5]2[c:6]([n:20]1)[N:7]([CH:15]1[CH2:16][CH2:17][CH2:18][CH2:19]1)[CH2:8][C:9]([F:13])([F:14])[C:10](=[O:12])[NH:11]2.[Cs+:30].[Cs+:31].[I:32][CH2:33][CH2:34][CH3:35].[OH2:36]>>[Cl:1][c:2]1[n:3][cH:4][c:5]2[c:6]([n:20]1)[N:7]([CH:15]1[CH2:16][CH2:17][CH2:18][CH2:19]1)[CH2:8][C:9]([F:13])([F:14])[C:10](=[O:12])[N:11]2[CH2:33][CH2:34][CH3:35]. Product: FC(F)(F)c1ccc(NCCNc2nc(-c3ccc(Cl)cc3Cl)cc3nccn23)nc1. Reactants: O=C([O-])O, CS(C)=O, NCCNc1nc(-c2ccc(Cl)cc2Cl)cc2nccn12, O=C(O)C(F)(F)F, Fc1ccc(C(F)(F)F)cn1, [K+]. RXN SMILES: [C:40](=[O:41])([OH:42])[O-:43].[CH3:45][S:46]([CH3:47])=[O:48].[Cl:8][c:9]1[c:10](-[c:16]2[cH:17][c:18]3[n:19]([c:20]([NH:22][CH2:23][CH2:24][NH2:25])[n:21]2)[cH:26][cH:27][n:28]3)[cH:11][cH:12][c:13]([Cl:15])[cH:14]1.[F:1][C:2]([F:3])([F:4])[C:5]([OH:6])=[O:7].[F:29][c:30]1[n:31][cH:32][c:33]([C:36]([F:37])([F:38])[F:39])[cH:34][cH:35]1.[K+:44]>>[Cl:8][c:9]1[c:10](-[c:16]2[cH:17][c:18]3[n:19]([c:20]([NH:22][CH2:23][CH2:24][NH:25][c:30]4[n:31][cH:32][c:33]([C:36]([F:37])([F:38])[F:39])[cH:34][cH:35]4)[n:21]2)[cH:26][cH:27][n:28]3)[cH:11][cH:12][c:13]([Cl:15])[cH:14]1. Reaction SMILES: [CH2:1]([CH2:2][CH2:3][CH3:4])[Sn:5]([CH2:6][CH2:7][CH2:8][CH2:9][CH2:10][CH2:11][CH2:12][CH2:13][CH2:14][CH2:15][CH2:16][CH3:17])([CH2:18][CH2:19][CH2:20][CH2:21][CH2:22][CH2:23][CH2:24][CH2:25][CH2:26][CH2:27][CH2:28][CH3:29])[CH2:30][CH2:31][CH2:32][CH2:33][CH2:34][CH2:35][CH2:36][CH2:37][CH2:38][CH2:39][CH2:40][CH3:41].[CH3:47][CH2:48][CH2:49][CH2:50][CH2:51][CH2:52][CH3:53].[Sn:42]([Cl:43])([Cl:44])([Cl:45])[Cl:46]>>[Sn:5]([CH2:6][CH2:7][CH2:8][CH2:9][CH2:10][CH2:11][CH2:12][CH2:13][CH2:14][CH2:15][CH2:16][CH3:17])([CH2:18][CH2:19][CH2:20][CH2:21][CH2:22][CH2:23][CH2:24][CH2:25][CH2:26][CH2:27][CH2:28][CH3:29])([CH2:30][CH2:31][CH2:32][CH2:33][CH2:34][CH2:35][CH2:36][CH2:37][CH2:38][CH2:39][CH2:40][CH3:41])[Cl:43]. Reactants: CCCCCCCCCCCC[Sn](CCCC)(CCCCCCCCCCCC)CCCCCCCCCCCC, CCCCCCC, Cl[Sn](Cl)(Cl)Cl. The product is CCCCCCCCCCCC[Sn](Cl)(CCCCCCCCCCCC)CCCCCCCCCCCC. The reactants are CN1CCOCC1 (N-methylmorpholine), ClC(=O)OCC(C)C (isobutyl chloroformate), CN1CCOCC1 (N-methylmorpholine), Cl (hydrochloric acid), C(C1=CC=CC=C1)OC(=O)N[C@@H](C(C(=O)O)CC1=CC=CC=C1)C(=O)O (N-benzyloxycarbonyl-β-benzyl-L-aspartic acid), Cl[Si](C)(C)C (chlorotrimethylsilane), C(C1=CC=CC=C1)OC[C@@H](N)C(=O)O (O-Benzyl-D-serine), [SiH3]OC([C@H](N)COCC1=CC=CC=C1)=O (O-benzyl-D-serine silyl ester). Run in C(Cl)(Cl)Cl (Chloroform), CN(C=O)C (dimethylformamide), O1CCCC1 (tetrahydrofuran), CN(C=O)C (dimethylformamide). Reaction conditions: time 10 minute. The product is C(C1=CC=CC=C1)OC(=O)N[C@@H](C(C(O)=O)CC1=CC=CC=C1)C(=O)N[C@H](COCC1=CC=CC=C1)C(=O)O (Nα -benzyloxycarbonyl-β-benzyl-L-aspartyl-O-benzyl-D-serine). Yield: 80.4%. RXN SMILES: [CH2:1]([O:8][CH2:9][C@H:10]([C:12]([OH:14])=[O:13])[NH2:11])[C:2]1[CH:7]=[CH:6][CH:5]=[CH:4][CH:3]=1.Cl[Si](C)(C)C.[CH2:20]([O:27][C:28]([NH:30][C@H:31]([C:43](O)=[O:44])[CH:32]([CH2:36][C:37]1[CH:42]=[CH:41][CH:40]=[CH:39][CH:38]=1)[C:33]([OH:35])=[O:34])=[O:29])[C:21]1[CH:26]=[CH:25][CH:24]=[CH:23][CH:22]=1.CN1CCOCC1.ClC(OCC(C)C)=O.[SiH3]OC(=O)[C@@H](COCC1C=CC=CC=1)N.Cl>CN(C)C=O.O1CCCC1.C(Cl)(Cl)Cl>[CH2:20]([O:27][C:28]([NH:30][C@H:31]([C:43]([NH:11][C@@H:10]([C:12]([OH:14])=[O:13])[CH2:9][O:8][CH2:1][C:2]1[CH:7]=[CH:6][CH:5]=[CH:4][CH:3]=1)=[O:44])[CH:32]([CH2:36][C:37]1[CH:42]=[CH:41][CH:40]=[CH:39][CH:38]=1)[C:33](=[O:34])[OH:35])=[O:29])[C:21]1[CH:22]=[CH:23][CH:24]=[CH:25][CH:26]=1. Procedure: O-Benzyl-D-serine (5.0 g, 25.6 mmole) was dissolved in dimethylformamide (50 ml), treated with chlorotrimethylsilane (3.053 g, 28.1 mmole) and the mixture stirred at room temperature until a homogeneous solution was obtained (approx. 1 hour). Meanwhile, N-benzyloxycarbonyl-β-benzyl-L-aspartic acid (9.14 g, 25.6 mmole) was dissolved in a 1:1 mixture of dimethylformamide and tetrahydrofuran, cooled to -15° C. and treated with N-methylmorpholine (2.81 ml, 25.6 mmole), followed by isobutyl chlorofor... Starting materials: C(CCC)S(=O)(=O)C1=NSN=C1C1CN2CCC1CC2 (3-(3-butylsulfonyl-1,2,5-thiadiazol-4-yl)-1-azabicyclo[2.2.2]octane), O.[SH-].[Na+] (sodium hydrosulfide monohydrate). Solvent: CN(C)C=O (DMF). Reaction conditions: temperature 95 celsius, time 3 hour. Product: SC1=NSN=C1[C@@H]1CN2CCC1CC2 ((3S)3-(3-mercapto-1,2,5-thiadiazol-4-yl)-1-azabicyclo[2.2.2]octane). Yield: 77.0%. Reaction SMILES: C([S:5]([C:8]1[C:12]([CH:13]2[CH:18]3[CH2:19][CH2:20][N:15]([CH2:16][CH2:17]3)[CH2:14]2)=[N:11][S:10][N:9]=1)(=O)=O)CCC.O.[SH-].[Na+]>CN(C=O)C>[SH:5][C:8]1[C:12]([C@H:13]2[CH:18]3[CH2:19][CH2:20][N:15]([CH2:16][CH2:17]3)[CH2:14]2)=[N:11][S:10][N:9]=1 |f:1.2.3|. Procedure: To a solution of (3S) 3-(3-butylsulfonyl-1,2,5-thiadiazol-4-yl)-1-azabicyclo[2.2.2]octane (Chirality, 1997, in press.) (1.90 g, 6.0 mmol) in dry DMF (15 ml) was added sodium hydrosulfide monohydrate (1.67 g, 18.0 mmol) and the mixture was stirred at 95° C. for 3 h. The reaction mixture was concentrated in vacuo, added ice water and made less basic with 4 N hydrochloride acid. The precipitate was isolated by filtration to give 1.05 g (77%) of (3S)3-(3-mercapto-1,2,5-thiadiazol-4-yl)-1-azabicyclo[... Starting materials: ClC1=CC=C(C=C1)S(=O)(=O)CC1=C(C=CC(=C1)F)F (2-[(4-chlorophenyl)sulfonylmethyl]-1,4-difluorobenzene), S1C(=CC=C1)CO (2-thiophenemethanol), C(#N)C=P(CCCC)(CCCC)CCCC (cyanomethylenetri-n-butylphosphorane). Solvent: CCCCCC (hexane), C1(=CC=CC=C1)C (toluene). Product: ClC1=CC=C(C=C1)S(=O)(=O)C(CC=1SC=CC1)C1=C(C=CC(=C1)F)F (2-[2-[(4-Chlorophenyl)sulfonyl]-2-(2,5-difluorophenyl)ethyl]thiophene). Yield: 69.7%. Reaction SMILES: [Cl:1][C:2]1[CH:7]=[CH:6][C:5]([S:8]([CH2:11][C:12]2[CH:17]=[C:16]([F:18])[CH:15]=[CH:14][C:13]=2[F:19])(=[O:10])=[O:9])=[CH:4][CH:3]=1.[S:20]1[CH:24]=[CH:23][CH:22]=[C:21]1[CH2:25]O.C(C=P(CCCC)(CCCC)CCCC)#N>C1(C)C=CC=CC=1.CCCCCC>[Cl:1][C:2]1[CH:7]=[CH:6][C:5]([S:8]([CH:11]([C:12]2[CH:17]=[C:16]([F:18])[CH:15]=[CH:14][C:13]=2[F:19])[CH2:25][C:21]2[S:20][CH:24]=[CH:23][CH:22]=2)(=[O:10])=[O:9])=[CH:4][CH:3]=1. Reported procedure: The 2-[(4-chlorophenyl)sulfonylmethyl]-1,4-difluorobenzene(100 mg, 0.330 mmol) obtained in Example 5 and 2-thiophenemethanol (0.065 ml, 0.69 mmol) were dissolved in toluene (3 ml), followed by the addition of cyanomethylenetri-n-butylphosphorane (0.160 ml). Under an argon atmosphere, the resulting mixture was heated under reflux for 14 hours. The reaction mixture was then allowed to cool down. The residue obtained by concentrating the reaction mixture under reduced pressure was purified by flash...